This data is from the Open Reaction Database (ORD), a public repository of structured organic reaction records. The task is: describe an organic reaction: reactants, conditions, products, and yield The reactants are [SiH4] (silane), C(C=C)Cl (allyl chloride), NCCNCCC[Si](OC)(OC)OC (N-2-aminoethyl-3-aminopropyltrimethoxysilane). Reagents/catalysts: [Cu] (copper). The solvent is CO (methanol). Yields the product Cl.C(C=C)N(CCC[Si](OC)(OC)OC)CCN (3-(N-allyl-2-aminoethylamino)-propyltrimethoxysilane hydrochloride). RXN SMILES: [SiH4].[NH2:2][CH2:3][CH2:4][NH:5][CH2:6][CH2:7][CH2:8][Si:9]([O:14][CH3:15])([O:12][CH3:13])[O:10][CH3:11].[CH2:16]([Cl:19])[CH:17]=[CH2:18]>CO.[Cu]>[ClH:19].[CH2:18]([N:5]([CH2:4][CH2:3][NH2:2])[CH2:6][CH2:7][CH2:8][Si:9]([O:14][CH3:15])([O:10][CH3:11])[O:12][CH3:13])[CH:17]=[CH2:16] |f:5.6|. Reported procedure: Example 1 was repeated except that the copper foil was pretreated with a silane solution prepared as follows. 6.66 grams of N-2-aminoethyl-3-aminopropyltrimethoxysilane (a product of Petrarch Systems Inc.) in 886 g of methanol were charged in a reaction vessel with 2.29 grams of allyl chloride to produce 3-(N-allyl-2-aminoethylamino)-propyltrimethoxysilane hydrochloride. A 1% solution of this silane in methanol was prepared as described in Example 12 and the copper foil dipped for 30 minutes. Th... Reactants: OCC(O)CO (glycerin), O=C(CCCC[C@H](C(=O)O)CCC)C ((2R)-7-oxo-2-propyloctanoic acid). Solvent: O (water). Product: O=C(CCCC[C@@H](C(=O)O)CCC)C ((2S)-7-oxo-2-propyloctanoic acid). As a reaction SMILES: OCC(CO)O.[O:7]=[C:8]([CH3:20])[CH2:9][CH2:10][CH2:11][CH2:12][C@@H:13]([CH2:17][CH2:18][CH3:19])[C:14]([OH:16])=[O:15]>O>[O:7]=[C:8]([CH3:20])[CH2:9][CH2:10][CH2:11][CH2:12][C@H:13]([CH2:17][CH2:18][CH3:19])[C:14]([OH:16])=[O:15]. Procedure: Gelatin (20 kg) and concentrated glycerin (6 kg) were admixed in the presence of purified water (20 kg) at 70° C. to give homogeneous solution. (2R)-7-oxo-2-propyloctanoic acid (0.9 kg) was injected into soft capsule filling machine (rotary-type soft capsule filling machine (TYPE-H1 manufactured by KAMATA CO., LTD.)) to give wet soft capsules each containing (2S)-7-oxo-2-propyloctanoic acid. The obtained wet soft capsules were dried by tumble-dry and rack-dry sequentially, thereby obtaining abov... Yields the product COCC(COC)N1CCc2cc(Nc3ncc(Cl)c(NC4C5C=CC(C5)C4C(N)=O)n3)c(OC)cc2CC1. Reaction SMILES: [CH3:1][O:2][c:3]1[c:4]([NH2:21])[cH:5][c:6]2[c:7]([cH:20]1)[CH2:8][CH2:9][N:10]([CH:13]([CH2:14][O:15][CH3:16])[CH2:17][O:18][CH3:19])[CH2:11][CH2:12]2.[Cl:22][c:23]1[n:24][cH:25][c:26]([Cl:40])[c:27]([NH:29][CH:30]2[CH:31]([C:37](=[O:38])[NH2:39])[CH:32]3[CH:33]=[CH:34][CH:35]2[CH2:36]3)[n:28]1>>[CH3:1][O:2][c:3]1[c:4]([NH:21][c:23]2[n:24][cH:25][c:26]([Cl:40])[c:27]([NH:29][CH:30]3[CH:31]([C:37](=[O:38])[NH2:39])[CH:32]4[CH:33]=[CH:34][CH:35]3[CH2:36]4)[n:28]2)[cH:5][c:6]2[c:7]([cH:20]1)[CH2:8][CH2:9][N:10]([CH:13]([CH2:14][O:15][CH3:16])[CH2:17][O:18][CH3:19])[CH2:11][CH2:12]2. Reactants: COCC(COC)N1CCc2cc(N)c(OC)cc2CC1, NC(=O)C1C2C=CC(C2)C1Nc1nc(Cl)ncc1Cl. Reactants: C=CC(O)CCCC(O)CCCC(C)OC(C)(C)C, c1ccccc1. Product: C=CC(=O)CCCC(O)CCCC(C)OC(C)(C)C. As a reaction SMILES: [OH:1][CH:2]([CH:3]=[CH2:4])[CH2:5][CH2:6][CH2:7][CH:8]([CH2:9][CH2:10][CH2:11][CH:12]([CH3:13])[O:14][C:15]([CH3:16])([CH3:17])[CH3:18])[OH:19].[cH:20]1[cH:21][cH:22][cH:23][cH:24][cH:25]1>>[O:1]=[C:2]([CH:3]=[CH2:4])[CH2:5][CH2:6][CH2:7][CH:8]([CH2:9][CH2:10][CH2:11][CH:12]([CH3:13])[O:14][C:15]([CH3:16])([CH3:17])[CH3:18])[OH:19]. Reactants: O (water), C1(=CC=CC=C1)C=1C=C(SC1)C=O (4-phenyl thiophene-2-carboxaldehyde), S1C(=S)NC(=O)C1 (rhodanine), C(C)(=O)[O-].[Na+] (sodium acetate). Run in C(C)(=O)O (acetic acid). Yields the product C1(=CC=CC=C1)C=1C=C(SC1)C=C1C(NC(S1)=S)=O (5-((4-phenylthiophen-2-yl)methylene)-2-thioxothiazolidin-4-one). Isolated yield 87.1%. As a reaction SMILES: [C:1]1([C:7]2[CH:8]=[C:9]([CH:12]=O)[S:10][CH:11]=2)[CH:6]=[CH:5][CH:4]=[CH:3][CH:2]=1.[S:14]1[CH2:20][C:18](=[O:19])[NH:17][C:15]1=[S:16].C([O-])(=O)C.[Na+].O>C(O)(=O)C>[C:1]1([C:7]2[CH:8]=[C:9]([CH:12]=[C:20]3[S:14][C:15](=[S:16])[NH:17][C:18]3=[O:19])[S:10][CH:11]=2)[CH:2]=[CH:3][CH:4]=[CH:5][CH:6]=1 |f:2.3|. Procedure details: A solution of 4-phenyl thiophene-2-carboxaldehyde (1 g, 5.3 mmol) and rhodanine (700 mg, 5.3 mmol) in 10 mL of glacial acetic acid was heated with anhydrous sodium acetate (1.22 g, 14.8 mmol) for 2 h. The reaction mixture was then poured into cold water. The precipitate was filtered, washed with water and dried under reduced pressure to get 5-((4-phenylthiophen-2-yl)methylene)-2-thioxothiazolidin-4-one (1.4 g, yield 87%). MS (ESI) m/z: Calculated for C14H9NOS3: 302.98. found: 302.0 (M−H)−. The c...